This data is from the Open Reaction Database (ORD), a public repository of structured organic reaction records. The task is: describe an organic reaction: reactants, conditions, products, and yield Starting materials: O=C(NCC(=O)N1CCN(C(=O)c2cc([N+](=O)[O-])ccc2Br)CC1)c1ccc(-c2ccccc2)cc1, CO, [H][H]. Product: Nc1ccc(Br)c(C(=O)N2CCN(C(=O)CNC(=O)c3ccc(-c4ccccc4)cc3)CC2)c1. RXN SMILES: [Br:1][c:2]1[c:3]([C:4](=[O:5])[N:6]2[CH2:7][CH2:8][N:9]([C:12]([CH2:13][NH:14][C:15](=[O:16])[c:17]3[cH:18][cH:19][c:20](-[c:23]4[cH:24][cH:25][cH:26][cH:27][cH:28]4)[cH:21][cH:22]3)=[O:29])[CH2:10][CH2:11]2)[cH:30][c:31]([N+:34]([O-:35])=[O:36])[cH:32][cH:33]1.[CH3:39][OH:40].[H:37][H:38]>>[Br:1][c:2]1[c:3]([C:4](=[O:5])[N:6]2[CH2:7][CH2:8][N:9]([C:12]([CH2:13][NH:14][C:15](=[O:16])[c:17]3[cH:18][cH:19][c:20](-[c:23]4[cH:24][cH:25][cH:26][cH:27][cH:28]4)[cH:21][cH:22]3)=[O:29])[CH2:10][CH2:11]2)[cH:30][c:31]([NH2:34])[cH:32][cH:33]1. Starting materials: N#N.C1(=CC=CC=C1)CCCC=1N=C(NC1)C(=O)N[C@@H](C)C(=O)NC1C(OC(C1)=O)OCC1=CC=CC=C1 (N2 [4-(3-Phenylpropyl)imidazole-2-carbonyl]-N-(tetrahydro-2-benzyloxy-5-oxo-3-furanyl)-L-alaninamide), n-tributyltin hydride, [Na] (sodium), 41, Cl.C(C)N=C=NCCCN(C)C (ethyl dimethylaminopropyl carbodiimide hydrochloride), ON1N=NC2=C1C=CC=C2 (1-hydroxybenzo-triazole), C(C=C)OC(=O)NC1C(OC(C1)=O)OCC1=CC=CC=C1 (N-allyloxycarbonyl-3-amino-2-benzyloxy-5-oxotetrahydrofuran). The reagents and catalysts are Cl[Pd]([P](C1=CC=CC=C1)(C2=CC=CC=C2)C3=CC=CC=C3)([P](C4=CC=CC=C4)(C5=CC=CC=C5)C6=CC=CC=C6)Cl ((Ph3P)2PdCl2). The solvent is O (water), CN(C)C=O (DMF). Run at temperature 25 celsius, time 1 hour. Product: CC1=CNC2=C1N=CN(C2=O)CC(=O)NC2C(OC(C2)=O)OCC2=CC=CC=C2 (2-(3,5-Dihydro-7-methyl-4-oxo-4H-pyrrolo[3,2-d]pyrimidin-3-yl)-N-(tetrahydro-2-benzyloxy-5-oxo-3-furanyl)acetamide). The yield is 31.0%. RXN SMILES: [Na].Cl.[CH2:3]([N:5]=[C:6]=NCCCN(C)C)C.ON1C2C=CC=CC=2N=N1.N#N.C1(C[CH2:33][CH2:34][C:35]2[N:36]=[C:37]([C:40]([NH:42][C@H:43]([C:45]([NH:47][CH:48]3[CH2:52][C:51](=[O:53])[O:50][CH:49]3[O:54][CH2:55][C:56]3[CH:61]=[CH:60][CH:59]=[CH:58][CH:57]=3)=[O:46])C)=[O:41])NC=2)C=CC=CC=1.C(OC(NC1CC(=O)OC1OCC1C=CC=CC=1)=O)C=C>CN(C=O)C.Cl[Pd](Cl)([P](C1C=CC=CC=1)(C1C=CC=CC=1)C1C=CC=CC=1)[P](C1C=CC=CC=1)(C1C=CC=CC=1)C1C=CC=CC=1.O>[CH3:33][C:34]1[C:6]2[N:5]=[CH:3][N:42]([CH2:43][C:45]([NH:47][CH:48]3[CH2:52][C:51](=[O:53])[O:50][CH:49]3[O:54][CH2:55][C:56]3[CH:61]=[CH:60][CH:59]=[CH:58][CH:57]=3)=[O:46])[C:40](=[O:41])[C:37]=2[NH:36][CH:35]=1 |f:1.2,4.5,^1:0,90,109|. Reported procedure: A suspension of the sodium salt 41 (344 mg, 1.5 mmol) in dry DMF (15 ml) was treated with ethyl dimethylaminopropyl carbodiimide hydrochloride (373 mg, 1.95 mmol) and 1-hydroxybenzo-triazole (405 mg, 3.0 mmol). The mixture was kept at 25° C. for 1 h then (2R,S, 3S) N-allyloxycarbonyl-3-amino-2-benzyloxy-5-oxotetrahydrofuran (437 mg, 1.5 mmol; Chapman, Biorg. Med. Chem. Lett., 2, pp. 613-18 (1992)) and (Ph3P)2PdCl2 (25 mg) were added followed by the dropwise addition of n-tributyltin hydride (0.6... The reactants are NC1=CC(=C(C(=O)N2CCN(CC2)CCC2=CC=C(C=C2)Cl)C=C1)Cl (1-(4-amino-2-chlorobenzoyl)-4-[2-(4-chlorophenyl)ethyl]-piperazine), C(C)(=O)OC(C)=O (acetic anhydride). Solvent: C(Cl)(Cl)Cl (chloroform). Run at time 15 minute. Product: C(C)(=O)NC1=CC(=C(C(=O)N2CCN(CC2)CCC2=CC=C(C=C2)Cl)C=C1)Cl (1-[4-(N-acetylamino)-2-chlorobenzoyl]-4-[2-(4-chlorophenyl)ethyl]-piperazine). Reaction SMILES: [NH2:1][C:2]1[CH:24]=[CH:23][C:5]([C:6]([N:8]2[CH2:13][CH2:12][N:11]([CH2:14][CH2:15][C:16]3[CH:21]=[CH:20][C:19]([Cl:22])=[CH:18][CH:17]=3)[CH2:10][CH2:9]2)=[O:7])=[C:4]([Cl:25])[CH:3]=1.[C:26](OC(=O)C)(=[O:28])[CH3:27]>C(Cl)(Cl)Cl>[C:26]([NH:1][C:2]1[CH:24]=[CH:23][C:5]([C:6]([N:8]2[CH2:13][CH2:12][N:11]([CH2:14][CH2:15][C:16]3[CH:21]=[CH:20][C:19]([Cl:22])=[CH:18][CH:17]=3)[CH2:10][CH2:9]2)=[O:7])=[C:4]([Cl:25])[CH:3]=1)(=[O:28])[CH3:27]. Reported procedure: 3 g of 1-(4-amino-2-chlorobenzoyl)-4-[2-(4-chlorophenyl)ethyl]-piperazine are stirred for 1 hour at room temperature in 30 ml of chloroform with 10 ml of acetic anhydride. The solution is concentrated by evaporation and water, 2N sodium hydroxide solution and 20 ml of ethyl acetate are added to the residue and the whole is stirred for 15 minutes. Filtering with suction and recrystallisation from ethanol/petroleum ether yield 1-[4-(N-acetylamino)-2-chlorobenzoyl]-4-[2-(4-chlorophenyl)ethyl]-piper... The reactants are ICI (diiodomethane), CCN(C(C)C)C(C)C (DIPEA), CC(C)(C)OC(=O)OC(=O)OC(C)(C)C (Boc anhydride), C=C1CCN(CC1)C(=O)OC(C)(C)C (tert-butyl 4-methylenepiperidine-1-carboxylate), ICI (diiodomethane). The reagents and catalysts are [Zn] (zinc), Cl[Cu] (CuCl). Run in C(C)OCC (diethyl ether), C(OC)COC (dimethoxyethane), C(C)OCC (diethyl ether), C(C)OCC (diethyl ether), C1CCOC1 (THF). Reaction conditions: temperature 15 celsius, time 20 hour. Product: C1CC12CCN(CC2)C(=O)OC(C)(C)C (tert-butyl 6-azaspiro[2.5]octane-6-carboxylate). Yield: 61.1%. As a reaction SMILES: ICI.[CH2:4]=[C:5]1[CH2:10][CH2:9][N:8]([C:11]([O:13][C:14]([CH3:17])([CH3:16])[CH3:15])=[O:12])[CH2:7][CH2:6]1.[CH3:18]C(OC(OC(OC(C)(C)C)=O)=O)(C)C.CCN(C(C)C)C(C)C>C1COCC1.[Zn].Cl[Cu].C(OCC)C.C(COC)OC>[CH2:18]1[C:5]2([CH2:10][CH2:9][N:8]([C:11]([O:13][C:14]([CH3:17])([CH3:16])[CH3:15])=[O:12])[CH2:7][CH2:6]2)[CH2:4]1. Procedure details: In a baked-out dry flask under protective gas (argon), a mixture of 9.90 g of zinc dust (151 mmol) and 1.50 g of CuCl (15.15 mmol) in 20 ml of abs. diethyl ether was stirred at 50° C. (bath temperature) for approx. 100 min. The mixture was cooled to 15° C. (bath temperature). 6.1 ml of diiodomethane (75.0 mmol), 7.8 ml of abs. dimethoxyethane and finally 4.27 g of tert-butyl 4-methylenepiperidine-1-carboxylate (21.7 mmol) were successively and rapidly added dropwise. The reaction mixture was hea...